This data is from the Open Reaction Database (ORD), a public repository of structured organic reaction records. The task is: describe an organic reaction: reactants, conditions, products, and yield The reactants are C(C)(=O)OCC (ethyl acetate), Cl(=O)(=O)(=O)[O-].CC=1O[CH2+](C2=C(C1)C=C(C(=C2)OC)OC)C2=CC=C(C=C2)[N+](=O)[O-] (3-methyl-6,7-dimethoxy-1-(4-nitrophenyl)-2-benzopyrylium-perchlorate), [Al+3].[Cl-].[Cl-].[Cl-] (AlCl3). Run in [N+](=O)([O-])C (nitromethane). Reaction conditions: time 4 hour. Yields the product Cl(=O)(=O)(=O)[O-].OC=1C(=CC2=C(C=C(O[CH2+]2C2=CC=C(C=C2)[N+](=O)[O-])C)C1)O (6,7-Dihydroxy-3-methyl-1-(4-nitrophenyl)-2-benzopyrylium-perchlorate). The yield is 73.0%. RXN SMILES: [Cl:1]([O-:5])(=[O:4])(=[O:3])=[O:2].[CH3:6][C:7]1[O:8][CH2+:9]([C:21]2[CH:26]=[CH:25][C:24]([N+:27]([O-:29])=[O:28])=[CH:23][CH:22]=2)[C:10]2[CH:16]=[C:15]([O:17]C)[C:14]([O:19]C)=[CH:13][C:11]=2[CH:12]=1.[Al+3].[Cl-].[Cl-].[Cl-].C(OCC)(=O)C>[N+](C)([O-])=O>[Cl:1]([O-:5])(=[O:4])(=[O:3])=[O:2].[OH:19][C:14]1[C:15]([OH:17])=[CH:16][C:10]2[CH2+:9]([C:21]3[CH:22]=[CH:23][C:24]([N+:27]([O-:29])=[O:28])=[CH:25][CH:26]=3)[O:8][C:7]([CH3:6])=[CH:12][C:11]=2[CH:13]=1 |f:0.1,2.3.4.5,8.9|. Procedure details: 44.0 g of 3-methyl-6,7-dimethoxy-1-(4-nitrophenyl)-2-benzopyrylium-perchlorate (C.A. 105, 1986, 152712h) is added to a solution of 46.3 g of AlCl3 in 170 ml of nitromethane and heated to boiling for 4 hours. The solvent is removed, the residue is treated with 500 ml of cooled 50% HCl solution, and the product that is obtained is washed with cold water. 43.5 g of crude product, which is mixed with 130 ml of acetic acid, heated to boiling and mixed with 13.3 ml of 70% HClO4, is obtained. After coo... Starting materials: 12.6, ClC=1N=NC(=CC1)N1N=C(C=C1O)C (3-chloro-6-(3-methyl-5-hydroxy-1-pyrazolyl)-pyridazine), P(=O)(Cl)(Cl)Cl (phosphorus oxychloride), CN(C1=CC=CC=C1)C (dimethyl aniline). Reaction conditions: temperature 0 celsius, time 8 hour. Yields the product ClC=1N=NC(=CC1)N1N=C(C=C1Cl)C (3-chloro-6-(3-methyl-5-chloro-1-pyrazolyl)-pyridazine). Reaction SMILES: [Cl:1][C:2]1[N:3]=[N:4][C:5]([N:8]2[C:12](O)=[CH:11][C:10]([CH3:14])=[N:9]2)=[CH:6][CH:7]=1.P(Cl)(Cl)([Cl:17])=O.CN(C)C1C=CC=CC=1>>[Cl:1][C:2]1[N:3]=[N:4][C:5]([N:8]2[C:12]([Cl:17])=[CH:11][C:10]([CH3:14])=[N:9]2)=[CH:6][CH:7]=1. Procedure: To the mixture of 12.6 /0.04 moles/ of 3-chloro-6-(3-methyl-5-hydroxy-1-pyrazolyl)-pyridazine and 48 ml of phosphorus oxychloride, 7.28 g /0.04 moles/ of dimethyl aniline are dropped under stirring at 0° C. during half an hour, then the reaction mixture is stirred at room temperature for one hour and at boiling temperature for 2 hours. Excess of the phosphorus oxychloride is evaporated under reduced pressure, then the residue is poured into water and set aside overnight. The separated precipitat... Starting materials: C(C)N(C(CC)=O)C1=CC(=CC=C1)C=1N=NC(=CC1)Cl (N-ethyl-N-[3-(6-chloro-3-pyridazinyl)phenyl]propanamide), NNC(=S)N (thiosemicarbazide). Procedure details: A solution of 5.0 g N-ethyl-N-[3-(6-chloro-3-pyridazinyl)phenyl]propanamide and 3.2 g thiosemicarbazide in 200 ml ethanol was refluxed for 18 hours. The mixture was treated and the product chromatographed as described for Example 70. Recrystalization of the product from dichloromethane-hexane afforded 2.4 g yellow crystals, mp 199°-200° C. Isolated yield 44.8%. The solvent is C(C)O (ethanol). The product is C(C)N(C(CC)=O)C1=CC(=CC=C1)C=1C=CC=2N(N1)C(=NN2)N (N-Ethyl-N-[3-(3-amino-1,2,4-triazolo[4,3-b]pyridazin-6-yl)phenyl]propanamide). As a reaction SMILES: [CH2:1]([N:3]([C:8]1[CH:13]=[CH:12][CH:11]=[C:10]([C:14]2[N:15]=[N:16][C:17](Cl)=[CH:18][CH:19]=2)[CH:9]=1)[C:4](=[O:7])[CH2:5][CH3:6])[CH3:2].[NH2:21][NH:22][C:23]([NH2:25])=S>C(O)C>[CH2:1]([N:3]([C:8]1[CH:13]=[CH:12][CH:11]=[C:10]([C:14]2[CH:19]=[CH:18][C:17]3[N:16]([C:23]([NH2:25])=[N:22][N:21]=3)[N:15]=2)[CH:9]=1)[C:4](=[O:7])[CH2:5][CH3:6])[CH3:2]. Reactants: C(C)(=O)O (acetic acid), C(#N)[BH3-].[Na+] (sodium cyanoborohydride), OC1=C(C=CC=2OC3=C(COC(C21)=O)C=C(C=C3OC)C)C(CC(C)C)=O (4-Hydroxy-11-methoxy-9-methyl-3-(3-methyl-1-butanonyl)-7H-dibenzo[b,g][1,5]dioxocin-5-one). Solvent: O1CCCC1 (tetrahydrofuran). Reaction conditions: time 14 hour. Product: OC1=C(C=CC=2OC3=C(COC(C21)=O)C=C(C=C3OC)C)C(CC(C)C)O (4-Hydroxy-3-(1-hydroxy-3-methylbutyl)-11-methoxy-9-methyl-7H-dibenzo[b,g][1,5]dioxocin-5-one). Reaction SMILES: [OH:1][C:2]1[C:13]2[C:12](=[O:14])[O:11][CH2:10][C:9]3[CH:15]=[C:16]([CH3:21])[CH:17]=[C:18]([O:19][CH3:20])[C:8]=3[O:7][C:6]=2[CH:5]=[CH:4][C:3]=1[C:22](=[O:27])[CH2:23][CH:24]([CH3:26])[CH3:25].C(O)(=O)C.C([BH3-])#N.[Na+]>O1CCCC1>[OH:1][C:2]1[C:13]2[C:12](=[O:14])[O:11][CH2:10][C:9]3[CH:15]=[C:16]([CH3:21])[CH:17]=[C:18]([O:19][CH3:20])[C:8]=3[O:7][C:6]=2[CH:5]=[CH:4][C:3]=1[CH:22]([OH:27])[CH2:23][CH:24]([CH3:25])[CH3:26] |f:2.3|. Procedure details: 2.2 g (5.9 mmol) of the compound from Example 109 are dissolved in 40 ml of tetrahydrofuran, and 7 ml of glacial acetic acid and 0.96 g (15 mmol) of sodium cyanoborohydride are added. After 14 h at room temperature, the mixture is concentrated in vacuo, the residue is taken up in dichloromethane, and the solution is washed with sodium hydrogen carbonate solution and water, dried over magnesium sulphate and concentrated in vacuo. Purification is carried out by column chromatography on silica gel ... Conditions: temperature 150 celsius, time 4 hour. Product: N1=C(C=CC2=CC=CC=C12)CN1CCN(CC1)CCCOC=1C=CC2=C(CCCC(N2)=O)C1 (7-{3-[4-(2-quinolylmethyl)-1-piperazinyl]propoxy}-2,3,4,5-tetrahydro-1H-1-benzoazepin-2-one), prisms. Yield: 50.6%. Reaction SMILES: Cl[CH2:2][CH2:3][CH2:4][O:5][C:6]1[CH:7]=[CH:8][C:9]2[NH:15][C:14](=[O:16])[CH2:13][CH2:12][CH2:11][C:10]=2[CH:17]=1.[N:18]1[C:27]2[C:22](=[CH:23][CH:24]=[CH:25][CH:26]=2)[CH:21]=[CH:20][C:19]=1[CH2:28][N:29]1[CH2:34][CH2:33][NH:32][CH2:31][CH2:30]1.[OH-].[Na+]>C(Cl)(Cl)Cl>[N:18]1[C:27]2[C:22](=[CH:23][CH:24]=[CH:25][CH:26]=2)[CH:21]=[CH:20][C:19]=1[CH2:28][N:29]1[CH2:34][CH2:33][N:32]([CH2:2][CH2:3][CH2:4][O:5][C:6]2[CH:7]=[CH:8][C:9]3[NH:15][C:14](=[O:16])[CH2:13][CH2:12][CH2:11][C:10]=3[CH:17]=2)[CH2:31][CH2:30]1 |f:2.3|. Solvent: C(Cl)(Cl)Cl (chloroform). The reactants are [OH-].[Na+] (sodium hydroxide), ClCCCOC=1C=CC2=C(CCCC(N2)=O)C1 (7-(3-chloropropoxy)-2,3,4,5-tetrahydro-1H-benzoazepin-2-one), N1=C(C=CC2=CC=CC=C12)CN1CCNCC1 (1-(2-quinolylmethyl)piperazine). Procedure: A mixture consisting of 7-(3-chloropropoxy)-2,3,4,5-tetrahydro-1H-benzoazepin-2-one (0.304 g, 1.2 mmol) and 1-(2-quinolylmethyl)piperazine (1.091 g, 4.8 mmol) was stirred for 4 hours at a bath temperature of 150° C. under an argon gas stream. The reaction mixture was dissolved in chloroform. The thus-obtained solution was rendered basic with a dilute aqueous solution of sodium hydroxide, washed with water, and then dried over magnesium sulfate. After the resulting solution was purified by subjec... The reactants are ClC1=CC=C(C=C1)S(=O)(=O)N1C2C(C(CC1CCC2)=O)=CO (9-(4-chlorophenylsulfonyl)-2-(hydroxymethylene)-9-azabicyclo[3.3.1]nonan-3-one), NC1=NNC=C1C1=CC=CC=C1 (3-amino-4-phenylpyrazole). The product is ClC1=CC=C(C=C1)S(=O)(=O)N1C2C=3C=NC4=C(C=NN4C3CC1CCC2)C2=CC=CC=C2 (16-(4-Chloro-benzenesulfonyl)-6-phenyl-4,8,9,16-tetraaza-tetracyclo-[10,3,1,02,10,05,9]-hexadeca-2(10),3,5,7-tetraene). As a reaction SMILES: [Cl:1][C:2]1[CH:7]=[CH:6][C:5]([S:8]([N:11]2[CH:16]3[CH2:17][CH2:18][CH2:19][CH:12]2[C:13](=[CH:21]O)[C:14](=O)[CH2:15]3)(=[O:10])=[O:9])=[CH:4][CH:3]=1.[NH2:23][C:24]1[C:28]([C:29]2[CH:34]=[CH:33][CH:32]=[CH:31][CH:30]=2)=[CH:27][NH:26][N:25]=1>>[Cl:1][C:2]1[CH:7]=[CH:6][C:5]([S:8]([N:11]2[CH:16]3[CH2:17][CH2:18][CH2:19][CH:12]2[C:13]2[CH:21]=[N:23][C:24]4[N:25]([C:14]=2[CH2:15]3)[N:26]=[CH:27][C:28]=4[C:29]2[CH:34]=[CH:33][CH:32]=[CH:31][CH:30]=2)(=[O:10])=[O:9])=[CH:4][CH:3]=1. Procedure: Prepared as described in Example 5 using 9-(4-chlorophenylsulfonyl)-2-(hydroxymethylene)-9-azabicyclo[3.3.1]nonan-3-one which was prepared as described in Example 34 and 3-amino-4-phenylpyrazole